From a dataset of the Open Reaction Database (ORD), a public repository of structured organic reaction records. describe an organic reaction: reactants, conditions, products, and yield Reactants: CO, [Na+], [OH-], COC(=O)c1ccc(CN2CCN(c3ccncc3)CC2)cc1. Yields the product O=C(O)c1ccc(CN2CCN(c3ccncc3)CC2)cc1. RXN SMILES: [CH3:26][OH:27].[Na+:25].[OH-:24].[n:1]1[cH:2][cH:3][c:4]([N:7]2[CH2:8][CH2:9][N:10]([CH2:13][c:14]3[cH:15][cH:16][c:17]([C:18](=[O:19])[O:20][CH3:21])[cH:22][cH:23]3)[CH2:11][CH2:12]2)[cH:5][cH:6]1>>[n:1]1[cH:2][cH:3][c:4]([N:7]2[CH2:8][CH2:9][N:10]([CH2:13][c:14]3[cH:15][cH:16][c:17]([C:18](=[O:19])[OH:20])[cH:22][cH:23]3)[CH2:11][CH2:12]2)[cH:5][cH:6]1.